Dataset: the Open Reaction Database (ORD), a public repository of structured organic reaction records. Task: describe an organic reaction: reactants, conditions, products, and yield Reactants: C(C1=CC=CC=C1)OC[C@@H](COCCCCCCCCCCCCCCCCCCCC)OCCCCCCCCCCCCCCCCCCCC (3-O-benzyl-1,2-di-O-eicosyl-Sn-glycerol), [H][H] (hydrogen). The reagents and catalysts are [Pd] (palladium-charcoal). The solvent is C(C)(=O)OCC (ethyl acetate). Yields the product C(CCCCCCCCCCCCCCCCCCC)OC[C@@H](OCCCCCCCCCCCCCCCCCCCC)CO (1,2-Di-O-eicosyl-Sn-glycerol). The yield is 72.2%. RXN SMILES: C([O:8][CH2:9][C@H:10]([O:33][CH2:34][CH2:35][CH2:36][CH2:37][CH2:38][CH2:39][CH2:40][CH2:41][CH2:42][CH2:43][CH2:44][CH2:45][CH2:46][CH2:47][CH2:48][CH2:49][CH2:50][CH2:51][CH2:52][CH3:53])[CH2:11][O:12][CH2:13][CH2:14][CH2:15][CH2:16][CH2:17][CH2:18][CH2:19][CH2:20][CH2:21][CH2:22][CH2:23][CH2:24][CH2:25][CH2:26][CH2:27][CH2:28][CH2:29][CH2:30][CH2:31][CH3:32])C1C=CC=CC=1.[H][H]>C(OCC)(=O)C.[Pd]>[CH2:13]([O:12][CH2:11][C@H:10]([CH2:9][OH:8])[O:33][CH2:34][CH2:35][CH2:36][CH2:37][CH2:38][CH2:39][CH2:40][CH2:41][CH2:42][CH2:43][CH2:44][CH2:45][CH2:46][CH2:47][CH2:48][CH2:49][CH2:50][CH2:51][CH2:52][CH3:53])[CH2:14][CH2:15][CH2:16][CH2:17][CH2:18][CH2:19][CH2:20][CH2:21][CH2:22][CH2:23][CH2:24][CH2:25][CH2:26][CH2:27][CH2:28][CH2:29][CH2:30][CH2:31][CH3:32]. Reported procedure: 3-O-benzyl-1,2-di-O-eicosyl-Sn-glycerol (1.47 g, 1.98 mmol) and 10% palladium-charcoal (200 mg) were stirred in ethyl acetate (30 ml) under the hydrogen atmosphere at room temperature for 18 h. The reaction mixture was filtered through celite, and the filtrate was concentrated in vacuo to obtain the title compound (934 mg, 72%) as white powder.